describe an organic reaction: reactants, conditions, products, and yield From a dataset of the Open Reaction Database (ORD), a public repository of structured organic reaction records. Reactants: Cl.Cl.Cl.N1C=NC(=C1)CN1CC(N(CC2=C1C=CC(=C2)C=2C=NC=CC2)C(C(F)(F)F)=O)CC2=CC=CC=C2 (2,3,4,5-Tetrahydro-1-(1H-imidazol-4-ylmethyl)-3-(phenylmethyl)-7-(3-pyridinyl)-4-(trifluoroacetyl)-1H-1,4-benzodiazepine, trihydrochloride), TEA, CS(=O)(=O)Cl (methanesulfonyl chloride), [OH-].[Na+] (NaOH). Solvent: C(Cl)Cl (CH2Cl2). Run at time 1 hour. Yields the product C(#N)C=1C=CC2=C(CN([C@@H](CN2)CC2=CC=CC=C2)C(CC2=CC=CC=C2)=O)C1 ((R)-7-cyano-2,3,4,5-tetrahydro-4-(phenylacetyl)-3-(phenylmethyl)-1H-1,4-benzodiazepine). Reaction SMILES: Cl.Cl.Cl.N1C=C(C[N:10]2[C:16]3[CH:17]=CC(C4C=NC=CC=4)=[CH:20][C:15]=3[CH2:14][N:13]([C:27](=[O:32])[C:28](F)(F)F)[CH:12]([CH2:33][C:34]3[CH:39]=[CH:38][CH:37]=[CH:36][CH:35]=3)[CH2:11]2)N=C1.CS(Cl)(=O)=O.[OH-].[Na+]>C(Cl)Cl>[C:11]([C:12]1[CH:33]=[CH:17][C:16]2[NH:10][CH2:11][C@@H:12]([CH2:33][C:34]3[CH:39]=[CH:38][CH:37]=[CH:36][CH:35]=3)[N:13]([C:27](=[O:32])[CH2:28][C:34]3[CH:39]=[CH:38][CH:37]=[CH:36][CH:35]=3)[CH2:14][C:15]=2[CH:20]=1)#[N:10] |f:0.1.2.3,5.6|. Procedure: To a solution of Compound B (28.5 mmol, 9.0 g) in CH2Cl2 (200 mL) was added TEA (142.5 mmol, 20 mL) and methanesulfonyl chloride (37.5 mmol, 2.9 mL). The mixture was stirred at rt for 1 hr, poured over 2N NaOH (500 mL) and extracted with 10%IPA-CH2Cl2 (3×250 mL). The combined organic layers were dried over Na2SO4, concentrated, and azeotroped with toluene to afford Compound C.